Dataset: the Open Reaction Database (ORD), a public repository of structured organic reaction records. Task: describe an organic reaction: reactants, conditions, products, and yield Starting materials: FC1=C(CO)C=CC=C1 (2-fluorobenzyl alcohol), [H-].[Na+] (sodium hydride), ice NaHCO3, ClC1=CC(=NC2=C(C=CC=C12)O)C (4-chloro-2-methylquinolin-8-ol). The solvent is CN(C)C=O (DMF). Reaction conditions: temperature 130 celsius. The product is CC1=NC2=C(C=CC=C2C=C1)O (2-methylquinolin-8-ol). Reaction SMILES: FC1C=CC=CC=1CO.[H-].[Na+].Cl[C:13]1[C:22]2[C:17](=[C:18]([OH:23])[CH:19]=[CH:20][CH:21]=2)[N:16]=[C:15]([CH3:24])[CH:14]=1>CN(C=O)C>[CH3:24][C:15]1[CH:14]=[CH:13][C:22]2[C:17](=[C:18]([OH:23])[CH:19]=[CH:20][CH:21]=2)[N:16]=1 |f:1.2|. Procedure: To a stirred solution of 2-fluorobenzyl alcohol (1.95 g, 15.5 mmol) in anhydrous DMF (35 mL) was added sodium hydride (60% in mineral oil, 0.62 g, 15.5 mmol). After 30 min the 4-chloro-2-methylquinolin-8-ol (1.00 g, 5.16 mmol) was added and resulting mixture was heated at 130° C. for 20 h under nitrogen atmosphere. The mixture was cooled, poured into ice/NaHCO3 and extracted with EtOAc. Evaporation gave a crude oil that was purified by silica chromatography eluting with a gradient of 1% to 10% o...